From a dataset of the Open Reaction Database (ORD), a public repository of structured organic reaction records. describe an organic reaction: reactants, conditions, products, and yield The reactants are BrC=1C(=CC=2CCN3C(C2C1)=C(C1=C3C(N(CCCCC1)C(C)(C)C)=O)C1=CN=CS1)OC (2-bromo-9-tert-butyl-3-methoxy-15-(1,3-thiazol-5-yl)-5,6,9,10,11,12,13,14-octahydro-8H-azonino[4′,3′:4,5]pyrrolo[2,1-a]isoquinolin-8-one), N1=CC(=CC=C1)B(O)O (pyridine-3-boronic acid), C(=O)([O-])[O-].[K+].[K+] (K2CO3), [OH-].[Na+] (NaOH), Cl (HCl), Cl (HCl). The reagents and catalysts are C=1C=CC(=CC1)[P](C=2C=CC=CC2)(C=3C=CC=CC3)[Pd]([P](C=4C=CC=CC4)(C=5C=CC=CC5)C=6C=CC=CC6)([P](C=7C=CC=CC7)(C=8C=CC=CC8)C=9C=CC=CC9)[P](C=1C=CC=CC1)(C=1C=CC=CC1)C=1C=CC=CC1 (Pd(PPh3)4). Run in O (water), C(OC)COC (dimethoxyethane), C(Cl)Cl (CH2Cl2), C(C)OCC (diethyl ether). Product: N1=CC(=CC=C1)C=1C(=CC=2CCN3C(C2C1)=C(C1=C3C(N(CCCCC1)C(C)(C)C)=O)C1=CN=CS1)OC (2-pyridin-3-yl-9-tert-butyl-3-methoxy-15-(1,3-thiazol-5-yl)-5,6,9,10,11,12,13,14-octahydro-8H-azonino[4′,3′:4,5]pyrrolo[2,1-a]isoquinolin-8-one). The yield is 100.3%. As a reaction SMILES: Br[C:2]1[C:3]([O:32][CH3:33])=[CH:4][C:5]2[CH2:6][CH2:7][N:8]3[C:14]4[C:15](=[O:26])[N:16]([C:22]([CH3:25])([CH3:24])[CH3:23])[CH2:17][CH2:18][CH2:19][CH2:20][CH2:21][C:13]=4[C:12]([C:27]4[S:31][CH:30]=[N:29][CH:28]=4)=[C:9]3[C:10]=2[CH:11]=1.[N:34]1[CH:39]=[CH:38][CH:37]=[C:36](B(O)O)[CH:35]=1.C([O-])([O-])=O.[K+].[K+].[OH-].[Na+].Cl>C(Cl)Cl.C(OCC)C.C1C=CC([P]([Pd]([P](C2C=CC=CC=2)(C2C=CC=CC=2)C2C=CC=CC=2)([P](C2C=CC=CC=2)(C2C=CC=CC=2)C2C=CC=CC=2)[P](C2C=CC=CC=2)(C2C=CC=CC=2)C2C=CC=CC=2)(C2C=CC=CC=2)C2C=CC=CC=2)=CC=1.O.C(COC)OC>[N:34]1[CH:39]=[CH:38][CH:37]=[C:36]([C:2]2[C:3]([O:32][CH3:33])=[CH:4][C:5]3[CH2:6][CH2:7][N:8]4[C:14]5[C:15](=[O:26])[N:16]([C:22]([CH3:24])([CH3:23])[CH3:25])[CH2:17][CH2:18][CH2:19][CH2:20][CH2:21][C:13]=5[C:12]([C:27]5[S:31][CH:30]=[N:29][CH:28]=5)=[C:9]4[C:10]=3[CH:11]=2)[CH:35]=1 |f:2.3.4,5.6,^1:63,65,84,103|. Reported procedure: A solution of 12 mg of 16m, 6 mg of pyridine-3-boronic acid, 10 mg of K2CO3, 1.5 ml of degassed dimethoxyethane, 100 μl of water and 5 mg of Pd(PPh3)4 was heated at 90° C. for 4 hr under a N2 atmosphere. The mixture was cooled and poured into 10 ml of 2N NaOH and extracted with ethyl acetate. The extract was washed once with water, dried and chromatographed using a gradient of heptane/acetone as eluent. The material thus isolated was taken up in 200 μl of CH2Cl2 and treated with 0.2N HCl in diet... Reactants: COc1ccc(-c2ccc(SC)cc2)cc1CN(C(=O)c1sc2c(F)ccc(F)c2c1Cl)C1CCC(N(C)C(=O)OC(C)(C)C)CC1, O=C(OO)c1cccc(Cl)c1, ClCCl, [Na+], [Na+], [Na+], O=C([O-])O, O=S([O-])[O-]. Product: COc1ccc(-c2ccc(S(C)=O)cc2)cc1CN(C(=O)c1sc2c(F)ccc(F)c2c1Cl)C1CCC(N(C)C(=O)OC(C)(C)C)CC1. RXN SMILES: [Cl:1][c:2]1[c:3]2[c:4]([s:5][c:6]1[C:7](=[O:8])[N:9]([CH:10]1[CH2:11][CH2:12][CH:13]([N:16]([C:17]([O:18][C:19]([CH3:20])([CH3:21])[CH3:22])=[O:23])[CH3:24])[CH2:14][CH2:15]1)[CH2:25][c:26]1[cH:27][c:28](-[c:34]3[cH:35][cH:36][c:37]([S:40][CH3:41])[cH:38][cH:39]3)[cH:29][cH:30][c:31]1[O:32][CH3:33])[c:42]([F:47])[cH:43][cH:44][c:45]2[F:46].[Cl:53][c:54]1[cH:55][cH:56][cH:57][c:58]([C:59]([O:60][OH:61])=[O:62])[cH:63]1.[Cl:64][CH2:65][Cl:66].[Na+:52].[Na+:71].[Na+:72].[O-:48][C:49]([OH:50])=[O:51].[S:67]([O-:68])([O-:69])=[O:70]>>[Cl:1][c:2]1[c:3]2[c:4]([s:5][c:6]1[C:7](=[O:8])[N:9]([CH:10]1[CH2:11][CH2:12][CH:13]([N:16]([C:17]([O:18][C:19]([CH3:20])([CH3:21])[CH3:22])=[O:23])[CH3:24])[CH2:14][CH2:15]1)[CH2:25][c:26]1[cH:27][c:28](-[c:34]3[cH:35][cH:36][c:37]([S:40]([CH3:41])=[O:48])[cH:38][cH:39]3)[cH:29][cH:30][c:31]1[O:32][CH3:33])[c:42]([F:47])[cH:43][cH:44][c:45]2[F:46]. Starting materials: COC1=CC=C(C=C1C(=O)O)C(=O)N (6-methoxyisophthalamic acid), ClC1=C(N)C=C(C=C1)C(F)(F)F (2-chloro-5-trifluoromethylaniline). Product: ClC1=C(C=C(C=C1)C(F)(F)F)NC(C=1C=C(C(=O)N)C=CC1OC)=O (3-N-(2-chloro-5-trifluoromethylphenyl)-4-methoxyisophthalamide). RXN SMILES: [CH3:1][O:2][C:3]1[C:8]([C:9]([OH:11])=O)=[CH:7][C:6]([C:12]([NH2:14])=[O:13])=[CH:5][CH:4]=1.[Cl:15][C:16]1[CH:22]=[CH:21][C:20]([C:23]([F:26])([F:25])[F:24])=[CH:19][C:17]=1[NH2:18]>>[Cl:15][C:16]1[CH:22]=[CH:21][C:20]([C:23]([F:25])([F:26])[F:24])=[CH:19][C:17]=1[NH:18][C:9](=[O:11])[C:8]1[CH:7]=[C:6]([CH:5]=[CH:4][C:3]=1[O:2][CH3:1])[C:12]([NH2:14])=[O:13]. Procedure: The captioned compound was synthesized from 6-methoxyisophthalamic acid and 2-chloro-5-trifluoromethylaniline by the same procedure as in the manufacturing method described in step C of Example 1-3-1.